This data is from the Open Reaction Database (ORD), a public repository of structured organic reaction records. The task is: describe an organic reaction: reactants, conditions, products, and yield The reactants are C(C)(=O)C1=CC2=C(N(C(C3=C(N=CC=C23)C)=O)C)C=C1OC[C@H](CC(C)C)N1C(C2=CC=CC=C2C1=O)=O ((S)-2-(1-((9-acetyl-4,6-dimethyl-5-oxo-5,6-dihydrobenzo[c][2,7]naphthyridin-8-yl)oxy)-4-methylpentan-2-yl)isoindoline-1,3-dione), C[Mg]Br (methyl magnesium bromide). The solvent is C1CCOC1 (THF). Reaction conditions: time 8 hour. The product is OC(C)(C)C1=CC2=C(N(C(C3=C(N=CC=C23)C)=O)C)C=C1OC[C@H](CC(C)C)N1C(C2=CC=CC=C2C1=O)=O ((S)-2-(1-((9-(2-hydroxypropan-2-yl)-4,6-dimethyl-5-oxo-5,6-dihydrobenzo[c][2,7]naphthyridin-8-yl)oxy)-4-methylpentan-2-yl)isoindoline-1,3-dione). The yield is 35.3%. RXN SMILES: [C:1]([C:4]1[C:20]([O:21][CH2:22][C@@H:23]([N:28]2[C:36](=[O:37])[C:35]3[C:30](=[CH:31][CH:32]=[CH:33][CH:34]=3)[C:29]2=[O:38])[CH2:24][CH:25]([CH3:27])[CH3:26])=[CH:19][C:7]2[N:8]([CH3:18])[C:9](=[O:17])[C:10]3[C:15]([C:6]=2[CH:5]=1)=[CH:14][CH:13]=[N:12][C:11]=3[CH3:16])(=[O:3])[CH3:2].[CH3:39][Mg]Br>C1COCC1>[OH:3][C:1]([C:4]1[C:20]([O:21][CH2:22][C@@H:23]([N:28]2[C:29](=[O:38])[C:30]3[C:35](=[CH:34][CH:33]=[CH:32][CH:31]=3)[C:36]2=[O:37])[CH2:24][CH:25]([CH3:27])[CH3:26])=[CH:19][C:7]2[N:8]([CH3:18])[C:9](=[O:17])[C:10]3[C:15]([C:6]=2[CH:5]=1)=[CH:14][CH:13]=[N:12][C:11]=3[CH3:16])([CH3:39])[CH3:2]. Procedure details: To a solution of (S)-2-(1-((9-acetyl-4,6-dimethyl-5-oxo-5,6-dihydrobenzo[c][2,7]naphthyridin-8-yl)oxy)-4-methylpentan-2-yl)isoindoline-1,3-dione (220 mg, 0.430 mmol) in THF (6 mL) was added methyl magnesium bromide (1.4 M in diethyl ether) (0.922 mL, 1.290 mmol) at −10° C. and stirred for overnight at RT. The reaction mixture was carefully quenched with water and diluted with EtOAc. The organic layer was separated, dried over sodium sulphate and concentrated under reduced pressure. The residue w... Starting materials: CC1=CC=C(C=C1)S(=O)(=O)OC[C@@H]1OC2=C(C=CC=3N=C(OC32)C)OC1 ([(8R)-2-Methyl-7,8-dihydro[1,4]dioxino[2,3-g][1,3]benzoxazol-8-yl]methyl 4-methylbenzenesulfonate), FC=1C=CC=C2C(=CNC12)C=1CCNCC1 (7-fluoro-3-(1,2,3,6-tetrahydro-4-pyridinyl)-1H-indole). Run in C(C)(=O)OCC (ethyl acetate), CS(=O)C (DMSO). Conditions: temperature 80 celsius. The product is FC=1C=CC=C2C(=CNC12)C=1CCN(CC1)CC1COC2=CC=C3C(=C2O1)OC(=N3)C (8-[4-(7-Fluoro-1H-indol-3-yl)-3.6-dihydro-2H-pyridin-1-ylmethyl]-2-methyl-7,8-dihydro-1,6,9-trioxa-3-aza-cyclopenta[a]naphthalene). RXN SMILES: CC1C=CC(S(O[CH2:12][C@H:13]2[CH2:26][O:25][C:16]3[CH:17]=[CH:18][C:19]4[N:20]=[C:21]([CH3:24])[O:22][C:23]=4[C:15]=3[O:14]2)(=O)=O)=CC=1.[F:27][C:28]1[CH:29]=[CH:30][CH:31]=[C:32]2[C:36]=1[NH:35][CH:34]=[C:33]2[C:37]1[CH2:38][CH2:39][NH:40][CH2:41][CH:42]=1>CS(C)=O.C(OCC)(=O)C>[F:27][C:28]1[CH:29]=[CH:30][CH:31]=[C:32]2[C:36]=1[NH:35][CH:34]=[C:33]2[C:37]1[CH2:38][CH2:39][N:40]([CH2:12][CH:13]2[O:14][C:15]3[C:16](=[CH:17][CH:18]=[C:19]4[N:20]=[C:21]([CH3:24])[O:22][C:23]4=3)[O:25][CH2:26]2)[CH2:41][CH:42]=1. Procedure details: [(8R)-2-Methyl-7,8-dihydro[1,4]dioxino[2,3-g][1,3]benzoxazol-8-yl]methyl 4-methylbenzenesulfonate (0.50 g, 1.31 mmole) and 7-fluoro-3-(1,2,3,6-tetrahydro-4-pyridinyl)-1H-indole (1.0 g, 4.6 mmole) were combined in 10 mL of DMSO under nitrogen. This solution was heated at 80° C. under nitrogen for six hours. After completion, the reaction was cooled to room temperature and diluted to 400 mL with ethyl acetate. The organic phase was washed with 400 mL portions of saturated aqueous sodium bicarbonat... Reaction SMILES: [Cl:13][c:14]1[cH:15][c:16]([O:24][CH3:25])[c:17]([C:18](=[O:19])[OH:20])[cH:21][c:22]1[Cl:23].[NH2:1][c:2]1[c:3]2[c:8]([cH:9][cH:10][cH:11]1)[CH2:7][N:6]([CH3:12])[CH2:5][CH2:4]2>>[NH:1]([c:2]1[c:3]2[c:8]([cH:9][cH:10][cH:11]1)[CH2:7][N:6]([CH3:12])[CH2:5][CH2:4]2)[C:18]([c:17]1[c:16]([O:24][CH3:25])[cH:15][c:14]([Cl:13])[c:22]([Cl:23])[cH:21]1)=[O:19]. The product is COc1cc(Cl)c(Cl)cc1C(=O)Nc1cccc2c1CCN(C)C2. Reactants: COc1cc(Cl)c(Cl)cc1C(=O)O, CN1CCc2c(N)cccc2C1. The reactants are FC(C(CC(=O)OCC)=O)(F)F (ethyl trifluoroacetoacetate), Cl.ClC=1C=C(C=CC1)NN (3-chlorophenylhydrazine hydrochloride). Solvent: C(C)(=O)O (acetic acid). Reaction conditions: temperature 100 celsius. Yields the product C1(=CC=CC=C1)N1N=C(CC1=O)C1=CC=CC=C1 (2,4-dihydro-2,5-diphenyl-3H-pyrazol-3-one). The yield is 96.8%. RXN SMILES: F[C:2](F)(F)[C:3](=O)[CH2:4][C:5]([O:7]CC)=O.Cl.Cl[C:15]1[CH:16]=[C:17]([NH:21][NH2:22])[CH:18]=[CH:19][CH:20]=1>C(O)(=O)C>[C:17]1([N:21]2[C:5](=[O:7])[CH2:4][C:3]([C:2]3[CH:17]=[CH:16][CH:15]=[CH:20][CH:19]=3)=[N:22]2)[CH:18]=[CH:19][CH:20]=[CH:15][CH:16]=1 |f:1.2|. Reported procedure: A mixture of ethyl trifluoroacetoacetate (5 g, 27.2 mmol), 3-chlorophenylhydrazine hydrochloride (4.86 g, 27.2 mmol) and acetic acid (50 mL) was heated at 100° C. overnight. The reaction mixture was concentrated in vacuo, CH2Cl2 (80 mL) and hexane (40 mL) were added to the residue and the solid which formed was collected by filtration to afford 3.11 g of 2,4-dihydro-2-(3-chlorophenyl)-5-trifluoromethyl-3H-pyrazol-3-one (Formula III: R1 =3-Cl--Ph; R2 =CF3 ; R3 =H). Starting materials: BrC1=C(OC(C(=O)OC(C)(C)C)CC2=CC3=CC=CC=C3C=C2)C(=CC(=C1)C1=C2C=CC=CC2=C(C2=C1C1=C(S2)C=CC=C1)Br)Br (2-[2,6-dibromo-4-(6-bromo-benzo[b]naphtho[2,3-d]thiophen-11-yl)-phenoxy ]-3-naphthalen-2yl--propionic acid, tert butyl ester), CCOCC (Ether), O (water). Solvent: FC(C(=O)O)(F)F (trifluoroacetic acid). Product: BrC1=C(OC(C(=O)O)CC2=CC3=CC=CC=C3C=C2)C(=CC(=C1)C1=C2C=CC=CC2=C(C2=C1C1=C(S2)C=CC=C1)Br)Br (2-[2,6-Dibromo-4-(6-bromo-benzo[b]naphtho[2,3-d]thiophen-11-yl)-phenoxy]-3-naphthalen-2yl-propionic acid), solid. Isolated yield 90.0%. RXN SMILES: [Br:1][C:2]1[CH:27]=[C:26]([C:28]2[C:37]3[C:38]4[CH:44]=[CH:43][CH:42]=[CH:41][C:39]=4[S:40][C:36]=3[C:35]([Br:45])=[C:34]3[C:29]=2[CH:30]=[CH:31][CH:32]=[CH:33]3)[CH:25]=[C:24]([Br:46])[C:3]=1[O:4][CH:5]([CH2:13][C:14]1[CH:23]=[CH:22][C:21]2[C:16](=[CH:17][CH:18]=[CH:19][CH:20]=2)[CH:15]=1)[C:6]([O:8]C(C)(C)C)=[O:7].O.CCOCC>FC(F)(F)C(O)=O>[Br:46][C:24]1[CH:25]=[C:26]([C:28]2[C:37]3[C:38]4[CH:44]=[CH:43][CH:42]=[CH:41][C:39]=4[S:40][C:36]=3[C:35]([Br:45])=[C:34]3[C:29]=2[CH:30]=[CH:31][CH:32]=[CH:33]3)[CH:27]=[C:2]([Br:1])[C:3]=1[O:4][CH:5]([CH2:13][C:14]1[CH:23]=[CH:22][C:21]2[C:16](=[CH:17][CH:18]=[CH:19][CH:20]=2)[CH:15]=1)[C:6]([OH:8])=[O:7]. Procedure details: A solution of 2-[2,6-dibromo-4-(6-bromo-benzo[b]naphtho[2,3-d]thiophen-11-yl)-phenoxy ]-3-naphthalen-2yl--propionic acid, tert butyl ester (0.221 g, 0.270 mmol) in trifluoroacetic acid (10 mL) was heated to 50° C. for 15 hours. The mixture was cooled to room temperature and combined with water. Ether was added and the resulting organic suspension was separated from the water layer and concentrated. The residue was dried in vacuo at 46 C. to provide the title compound as an off white solid (0.186...